Dataset: the Open Reaction Database (ORD), a public repository of structured organic reaction records. Task: describe an organic reaction: reactants, conditions, products, and yield Starting materials: C(C1=CC=CC=C1)O[C@H]1C[C@@H](OC)O[C@@H]([C@H]1OS(=O)(=O)C1=CC=C(C)C=C1)COC(C1=CC=CC=C1)(C1=CC=CC=C1)C1=CC=CC=C1 (Methyl 3-O-benzyl-4-O-tosyl-6-O-trityl-2-deoxy-α-D-ribo-hexopyranoside), FC(C(=O)O)(F)F (trifluoroacetic acid). Solvent: C(Cl)Cl (methylene chloride). Run at time 5 minute. Yields the product C(C1=CC=CC=C1)O[C@H]1C[C@@H](OC)O[C@@H]([C@H]1OS(=O)(=O)C1=CC=C(C)C=C1)CO (methyl 3 -O-benzyl-4-O-tosyl-2-deoxy-α-D-ribo-hexopyranoside). Isolated yield 83.3%. Reaction SMILES: [CH2:1]([O:8][C@@H:9]1[C@H:16]([O:17][S:18]([C:21]2[CH:27]=[CH:26][C:24]([CH3:25])=[CH:23][CH:22]=2)(=[O:20])=[O:19])[C@@H:15]([CH2:28][O:29]C(C2C=CC=CC=2)(C2C=CC=CC=2)C2C=CC=CC=2)[O:14][C@H:11]([O:12][CH3:13])[CH2:10]1)[C:2]1[CH:7]=[CH:6][CH:5]=[CH:4][CH:3]=1.FC(F)(F)C(O)=O>C(Cl)Cl>[CH2:1]([O:8][C@@H:9]1[C@H:16]([O:17][S:18]([C:21]2[CH:22]=[CH:23][C:24]([CH3:25])=[CH:26][CH:27]=2)(=[O:20])=[O:19])[C@@H:15]([CH2:28][OH:29])[O:14][C@H:11]([O:12][CH3:13])[CH2:10]1)[C:2]1[CH:3]=[CH:4][CH:5]=[CH:6][CH:7]=1. Reported procedure: Methyl 3-O-benzyl-4-O-tosyl-6-O-trityl-2-deoxy-α-D-ribo-hexopyranoside (15.3 g; 23.01 mmoles) was dissolved in methylene chloride (200 ml). Aqueous trifluoroacetic acid (70% TFA in water, 9.6 ml) was added with vigorous stirring. The vigorous stirring was continued for five minutes (bright yellow color appears), then the reaction was quenched by the addition of saturated aqueous sodium carbonate solution (40 ml) with vigorous stirring (note: the reaction becomes colorless). The methylene chlorid... The reactants are CCOc1cccc(F)c1F, C1CCOC1, [Li]C(C)CC, [Cl-], [NH4+], O=C1CCC2(CC1)OCCO2. Product: CCOc1ccc(C2CCC3(CC2)OCCO3)c(F)c1F. RXN SMILES: [CH2:1]([CH3:2])[O:3][c:4]1[c:5]([F:11])[c:6]([F:10])[cH:7][cH:8][cH:9]1.[CH2:30]1[O:31][CH2:32][CH2:33][CH2:34]1.[CH:12]([Li:13])([CH2:14][CH3:15])[CH3:16].[Cl-:28].[NH4+:29].[O:17]1[CH2:18][CH2:19][O:20][C:21]12[CH2:22][CH2:23][C:24](=[O:27])[CH2:25][CH2:26]2>>[CH2:1]([CH3:2])[O:3][c:4]1[c:5]([F:11])[c:6]([F:10])[c:7]([CH:24]2[CH2:23][CH2:22][C:21]3([O:17][CH2:18][CH2:19][O:20]3)[CH2:26][CH2:25]2)[cH:8][cH:9]1.